From a dataset of the Open Reaction Database (ORD), a public repository of structured organic reaction records. describe an organic reaction: reactants, conditions, products, and yield Starting materials: CC(C)(OC(=O)N[C@H](C(=O)O)C12CC3(CC(CC(C1)C3)C2)O)C ((αS)-α[[(1,1-dimethylethoxy)carbonyl]amino]-3-hydroxytricyclo[3.3.1.13,7]decane-1-acetic acid), CS(=O)(=O)O (methanesulfonic acid), Cl (HCl), Formula VI, [C@H]12N[C@@H](C[C@@H]2C1)C(=O)N ((1S,3S,5S)-2-azabicyclo[3.1.0]hexane-3-carboxamide), ON1N=NC2=C1C=CC=C2 (1-hydroxybenzotriazole). Yields the product NC(=O)[C@H]1N([C@H]2C[C@H]2C1)C([C@@H](NC(=O)OC(C)(C)C)C12CC3(CC(CC(C1)C3)C2)O)=O (3-(aminocarbonyl)-(αS)-α-(3-hydroxytricyclo[3.3.1.13,7]dec-1-yl)-β-oxo-(1S,3S,5S)-2-azabicyclo[3.1.0]hexane-2-ethanecarbamic acid, 1,1-dimethylethyl ester). As a reaction SMILES: [CH3:1][C:2]([CH3:23])([O:4][C:5]([NH:7][C@@H:8]([C:12]12[CH2:21][CH:16]3[CH2:17][CH:18]([CH2:20][C:14]([OH:22])([CH2:15]3)[CH2:13]1)[CH2:19]2)[C:9]([OH:11])=O)=[O:6])[CH3:3].[C@H:24]12[CH2:29][C@H:28]1[CH2:27][C@@H:26]([C:30]([NH2:32])=[O:31])[NH:25]2.CS(O)(=O)=O.Cl.ON1C2C=CC=CC=2N=N1>>[NH2:32][C:30]([C@@H:26]1[CH2:27][C@H:28]2[C@H:24]([CH2:29]2)[N:25]1[C:9](=[O:11])[C@H:8]([C:12]12[CH2:21][CH:16]3[CH2:17][CH:18]([CH2:20][C:14]([OH:22])([CH2:15]3)[CH2:13]1)[CH2:19]2)[NH:7][C:5]([O:4][C:2]([CH3:1])([CH3:3])[CH3:23])=[O:6])=[O:31]. Reported procedure: A coupling reaction is then used to couple (αS)-α[[(1,1-dimethylethoxy)carbonyl]amino]-3-hydroxytricyclo[3.3.1.13,7]decane-1-acetic acid, (Formula VI) to (1S,3S,5S)-2-azabicyclo[3.1.0]hexane-3-carboxamide (Formula J) methanesulfonic acid salt or HCl salt in the presence of 1-hydroxybenzotriazole (HOBT) or other known coupling agent to produce 3-(aminocarbonyl)-(αS)-α-(3-hydroxytricyclo[3.3.1.13,7]dec-1-yl)-β-oxo-(1S,3S,5S)-2-azabicyclo[3.1.0]hexane-2-ethanecarbamic acid, 1,1-dimethylethyl ester ... The reactants are N12CC3[C@H](C(CC(C1)C3)C2)CN ((4r)-1-azatricyclo[3.3.1.13,7]dec-4-ylmethylamine), N1C=CC2=CC(=CC=C12)C(=O)O (indole-5-carboxylic acid), Cl.CN(CCCN=C=NCC)C (N-(3-dimethylaminopropyl)-N′-ethylcarbodiimide hydrochloride), ON1N=NC2=C1C=CC=C2 (1-hydroxybenzotriazole), 4-di(methylamino)pyridine. Solvent: N1=CC=CC=C1 (pyridine). Product: N12CC3[C@H](C(CC(C1)C3)C2)CNC(=O)C=2C=C3C=CNC3=CC2 (N-[(4r)-1-azatricyclo[3.3.1.13,7]dec-4-ylmethyl]-1H-indole-5-carboxamide). Reaction SMILES: [N:1]12[CH2:10][CH:5]3[CH2:6][CH:7]([CH2:9][CH:3]([C@H:4]3[CH2:11][NH2:12])[CH2:2]1)[CH2:8]2.[NH:13]1[C:21]2[C:16](=[CH:17][C:18]([C:22](O)=[O:23])=[CH:19][CH:20]=2)[CH:15]=[CH:14]1.Cl.CN(C)CCCN=C=NCC.ON1C2C=CC=CC=2N=N1>N1C=CC=CC=1>[N:1]12[CH2:10][CH:5]3[CH2:6][CH:7]([CH2:9][CH:3]([C@H:4]3[CH2:11][NH:12][C:22]([C:18]3[CH:17]=[C:16]4[C:21](=[CH:20][CH:19]=3)[NH:13][CH:14]=[CH:15]4)=[O:23])[CH2:2]1)[CH2:8]2 |f:2.3|. Reported procedure: The product of Example 1B was reacted with indole-5-carboxylic acid, N-(3-dimethylaminopropyl)-N′-ethylcarbodiimide hydrochloride, 1-hydroxybenzotriazole and 4-di(methylamino)pyridine in pyridine as described in Example 3 to afford the title compound: 1H NMR (methanol-d4, 500 MHz) δ 1.82-1.89 (m, 2 H), 1.96 (br s, 3 H), 2.22-2.28 (m, 2 H), 2.31 (t, 1 H), 3.31-3.36 (m, 2 H), 3.41-3.47 (m, 2 H), 3.60-3.66 (m, 2 H), 6.54 (dd, J=3.20, 0.76 Hz, 1 H), 7.22-7.28 (m, 1H), 7.32 (d, J=3.05 Hz, 1 H), 7.42 ... Reactants: ClC1=CC(=CC=2SC(=CC21)S(=O)(=O)Cl)Cl (4,6-dichlorobenzo[b]thiophene-2-sulfonyl chloride), NC1=CC=C(C#N)C=C1 (4-amino-benzonitrile), N[C@@H]1C(N(CC1)CC=1C=C(C#N)C=CC1O)=O (3-[(3-(S)-amino-2-oxo-pyrrolidin-1-yl)-methyl]-4-hydroxy-benzonitrile). The product is NC1=C(CN2C([C@H](CC2)NS(=O)(=O)C2=CC3=C(S2)C=CC=C3Cl)=O)C=C(C=C1)C#N (4-Chlorobenzo[b]thiophene-2-sulfonic acid [1-(2-amino-5-cyano-benzyl)-2-oxo-pyrrolidin-3-(S)-yl]-amide), product. RXN SMILES: [NH2:1][C:2]1[CH:9]=[CH:8][C:5]([C:6]#[N:7])=[CH:4][CH:3]=1.[NH2:10][C@H:11]1[CH2:15][CH2:14][N:13]([CH2:16]C2C=C(C=CC=2O)C#N)[C:12]1=[O:26].[Cl:27][C:28]1[C:36]2[CH:35]=[C:34]([S:37](Cl)(=[O:39])=[O:38])[S:33][C:32]=2[CH:31]=[C:30](Cl)[CH:29]=1>>[NH2:1][C:2]1[CH:9]=[CH:8][C:5]([C:6]#[N:7])=[CH:4][C:3]=1[CH2:16][N:13]1[CH2:14][CH2:15][C@H:11]([NH:10][S:37]([C:34]2[S:33][C:32]3[CH:31]=[CH:30][CH:29]=[C:28]([Cl:27])[C:36]=3[CH:35]=2)(=[O:39])=[O:38])[C:12]1=[O:26]. Procedure: The title compound is prepared as described in EXAMPLE 17, Part G, substituting 3-[3-(S)-amino-2-oxo-pyrrolidin-1-yl)-methyl]-4-amino-benzonitrile for 3-[(3-(S)-amino-2-oxo-pyrrolidin-1-yl)-methyl]-4-hydroxy-benzonitrile and substituting 4-chlorobenzo[b]thiophene-2-sulfonyl chloride for 4,6-dichlorobenzo[b]thiophene-2-sulfonyl chloride. The crude product is triturated with Et2O to give the product as a white solid. FAB MS, [M+H]+ =461, 463, Cl pattern. The reactants are C(C)C(C(=O)[O-])(C(=O)[O-])CC (diethylmalonate), BrCCBr (1,2-Dibromoethane). The reagents and catalysts are [Cl-].C(C1=CC=CC=C1)[N+](CC)(CC)CC (Benzyltriethylammoniumchloride). The solvent is [OH-].[Na+] (NaOH). Run at time 10 minute. Product: C1(CC1)(C(=O)O)C(=O)O (1,1-cyclopropanedicarboxylic acid). Isolated yield 50.2%. As a reaction SMILES: C([C:3]([CH2:10][CH3:11])([C:7]([O-:9])=[O:8])[C:4]([O-:6])=[O:5])C.BrCCBr>[OH-].[Na+].[Cl-].C([N+](CC)(CC)CC)C1C=CC=CC=1>[C:3]1([C:7]([OH:9])=[O:8])([C:4]([OH:6])=[O:5])[CH2:10][CH2:11]1 |f:2.3,4.5|. Procedure details: In 50% NaOH 187 ml was dissolved 15 g of diethylmalonate at room temperature. Benzyltriethylammoniumchloride (21.3 g) was added and the resulting mixture was stirred for 10 minutes. 1,2-Dibromoethane (12.3 g) was added to the reaction solution and the resulting mixture was stirred for more than 18 hours at room temperature. The reaction mixture was neutralized by adding dropwise conc, sulfuric acid and then extracted with ethyl acetate. The extract was distilled under reduced pressure to give 6.... Reactants: SC1=CC=C(C(=O)O)C=C1 (4-mercaptobenzoic acid), CN1CCOCC1 (N-methylmorpholine), C(C(C)C)OC(=O)Cl (iso-butylchloroformate). The solvent is COCCOC (ethyleneglycol dimethylether). Conditions: time 8 hour. Yields the product SC1=CC=C(C(=O)N)C=C1 (4-mercaptobenzamide), solid. RXN SMILES: [SH:1][C:2]1[CH:10]=[CH:9][C:5]([C:6](O)=[O:7])=[CH:4][CH:3]=1.C[N:12]1CCOCC1.C(OC(Cl)=O)C(C)C>COCCOC>[SH:1][C:2]1[CH:10]=[CH:9][C:5]([C:6]([NH2:12])=[O:7])=[CH:4][CH:3]=1. Reported procedure: To a stirred solution of 4-mercaptobenzoic acid (1.00 g, 6.49 mmol) and N-methylmorpholine (0.78 ml, 7.14 mmol) in ethyleneglycol dimethylether (20 ml) was added iso-butylchloroformate (0.92 ml, 7.14 mmol). The reaction was stirred at ambient temperature overnight and filtered to a clear pale yellow solution which was treated with excess ammonia as a solution in dioxane (0.5M, ˜15 ml). This solution was stirred for two hours at room temperature, and concentrated in vacuo to a white solid. The so... The reactants are Cc1ccc(N2CCN(C(=O)c3ccc(Br)nc3)CC2)c(C)c1, O=C1NC(c2ccccc2)CO1. Product: Cc1ccc(N2CCN(C(=O)c3ccc(N4C(=O)OCC4c4ccccc4)nc3)CC2)c(C)c1. As a reaction SMILES: [Br:1][c:2]1[cH:3][cH:4][c:5]([C:8](=[O:9])[N:10]2[CH2:11][CH2:12][N:13]([c:16]3[c:17]([CH3:23])[cH:18][c:19]([CH3:22])[cH:20][cH:21]3)[CH2:14][CH2:15]2)[cH:6][n:7]1.[c:24]1([CH:30]2[NH:31][C:32](=[O:35])[O:33][CH2:34]2)[cH:25][cH:26][cH:27][cH:28][cH:29]1>>[c:2]1([N:31]2[CH:30]([c:24]3[cH:25][cH:26][cH:27][cH:28][cH:29]3)[CH2:34][O:33][C:32]2=[O:35])[cH:3][cH:4][c:5]([C:8](=[O:9])[N:10]2[CH2:11][CH2:12][N:13]([c:16]3[c:17]([CH3:23])[cH:18][c:19]([CH3:22])[cH:20][cH:21]3)[CH2:14][CH2:15]2)[cH:6][n:7]1. Starting materials: O1CCN(CC1)C1=C(C=C(C=C1)[N+](=O)[O-])S(=O)(=O)[O-].[Na+] (sodium 2-morpholino-5-nitrobenzenesulfonate), P(=O)(Cl)(Cl)Cl (phosphorus oxychloride), ice water. Run in C(C)#N (acetonitrile). The product is O1CCN(CC1)C1=C(C=C(C=C1)[N+](=O)[O-])S(=O)(=O)Cl (2-Morpholino-5-nitrobenzenesulfonyl Chloride). As a reaction SMILES: [O:1]1[CH2:6][CH2:5][N:4]([C:7]2[CH:12]=[CH:11][C:10]([N+:13]([O-:15])=[O:14])=[CH:9][C:8]=2[S:16]([O-:19])(=O)=[O:17])[CH2:3][CH2:2]1.[Na+].P(Cl)(Cl)([Cl:23])=O>C(#N)C>[O:1]1[CH2:6][CH2:5][N:4]([C:7]2[CH:12]=[CH:11][C:10]([N+:13]([O-:15])=[O:14])=[CH:9][C:8]=2[S:16]([Cl:23])(=[O:19])=[O:17])[CH2:3][CH2:2]1 |f:0.1|. Reported procedure: 31 g (0.1 mol) of sodium 2-morpholino-5-nitrobenzenesulfonate obtained in Step (a) above and 60 ml (0.67 mol) of phosphorus oxychloride were added to 300 ml of acetonitrile and the mixture was refluxed by heating for 2 hours. After cooling, the reaction mixture was added to 600 ml of ice water. The crystals thus-precipitated were collected by filtration. Yield: 18.5 g (60%).